This data is from the Open Reaction Database (ORD), a public repository of structured organic reaction records. The task is: describe an organic reaction: reactants, conditions, products, and yield Starting materials: CCC(N)CC, COC(=O)c1c(Cl)cc(C)nc1Oc1c(C)cc(Cl)cc1C, CS(C)=O. Product: CCC(CC)Nc1cc(C)nc(Oc2c(C)cc(Cl)cc2C)c1C(=O)OC. RXN SMILES: [CH2:23]([CH3:24])[CH:25]([CH2:26][CH3:27])[NH2:28].[CH3:1][O:2][C:3]([c:4]1[c:5]([O:12][c:13]2[c:14]([CH3:21])[cH:15][c:16]([Cl:20])[cH:17][c:18]2[CH3:19])[n:6][c:7]([CH3:11])[cH:8][c:9]1[Cl:10])=[O:22].[CH3:29][S:30]([CH3:31])=[O:32]>>[CH3:1][O:2][C:3]([c:4]1[c:5]([O:12][c:13]2[c:14]([CH3:21])[cH:15][c:16]([Cl:20])[cH:17][c:18]2[CH3:19])[n:6][c:7]([CH3:11])[cH:8][c:9]1[NH:28][CH:25]([CH2:23][CH3:24])[CH2:26][CH3:27])=[O:22]. Reactants: N1=CC=CC=C1.F (hydrogen fluoride-pyridine), C(C1=CC=CC=C1)C1[N@](C1)S(=O)(=O)C1=CC=C(C=C1)C ((S)-(+)-2-benzyl-1-(p-tolylsulfonyl)aziridine). The product is F[C@@H](CNS(=O)(=O)C1=CC=C(C=C1)C)CC1=CC=CC=C1 ((R)-N-(2-Fluoro-3-phenylpropyl)-4-methylbenzenesulfonamide). Reaction SMILES: N1C=CC=CC=1.[FH:7].[CH2:8]([CH:15]1[CH2:17][N@@:16]1[S:18]([C:21]1[CH:26]=[CH:25][C:24]([CH3:27])=[CH:23][CH:22]=1)(=[O:20])=[O:19])[C:9]1[CH:14]=[CH:13][CH:12]=[CH:11][CH:10]=1>>[F:7][C@H:15]([CH2:8][C:9]1[CH:14]=[CH:13][CH:12]=[CH:11][CH:10]=1)[CH2:17][NH:16][S:18]([C:21]1[CH:26]=[CH:25][C:24]([CH3:27])=[CH:23][CH:22]=1)(=[O:20])=[O:19] |f:0.1|. Procedure details: To a stirred solution of hydrogen fluoride-pyridine (13 mL) at 0° C. under nitrogen was added (S)-(+)-2-benzyl-1-(p-tolylsulfonyl)aziridine (2 g) in one portion. The cooling bath was removed briefly until reaction became exothermic and then returned. After an additional 5 min. the reaction mixture was poured onto 100 mL of cracked ice. The product was extracted into ether, washed carefully with saturated NaHCO3 and brine, dried over Na2SO4, and evaporated to a white solid. The solid was triturat... Starting materials: [N-]=[N+]=NCCCC1(c2ccccc2)OCCO1, [Na+], C1CCOC1, O, O=C([O-])O, c1ccc(P(c2ccccc2)c2ccccc2)cc1. Product: NCCCC1(c2ccccc2)OCCO1. RXN SMILES: [CH2:1]1[O:2][C:3]([CH2:4][CH2:5][CH2:6][N:7]=[N+:8]=[N-:9])([c:10]2[cH:11][cH:12][cH:13][cH:14][cH:15]2)[O:16][CH2:17]1.[Na+:38].[O:43]1[CH2:44][CH2:45][CH2:46][CH2:47]1.[OH2:18].[OH:39][C:40](=[O:41])[O-:42].[c:19]1([P:20]([c:21]2[cH:22][cH:23][cH:24][cH:25][cH:26]2)[c:27]2[cH:28][cH:29][cH:30][cH:31][cH:32]2)[cH:33][cH:34][cH:35][cH:36][cH:37]1>>[CH2:1]1[O:2][C:3]([CH2:4][CH2:5][CH2:6][NH2:7])([c:10]2[cH:11][cH:12][cH:13][cH:14][cH:15]2)[O:16][CH2:17]1.